Dataset: the Open Reaction Database (ORD), a public repository of structured organic reaction records. Task: describe an organic reaction: reactants, conditions, products, and yield Reactants: FC=1C(=C2C(=NC1)N(C(=C2)I)S(=O)(=O)C2=CC=C(C)C=C2)C2=CN=C(S2)C2(CCC2)O (1-(5-(5-fluoro-2-iodo-1-tosyl-1H-pyrrolo[2,3-b]pyridin-4-yl)thiazol-2-yl)cyclobutanol), N1=CC=CC2=CC(=CC=C12)B(O)O (quinoline-6-boronic acid), C([O-])(O)=O (bicarbonate). The reagents and catalysts are Cl[Pd]([P](C1=CC=CC=C1)(C2=CC=CC=C2)C3=CC=CC=C3)([P](C4=CC=CC=C4)(C5=CC=CC=C5)C6=CC=CC=C6)Cl (bis(triphenylphosphine)palladium dichloride). The solvent is CN(C=O)C (N,N-dimethylformamide). Conditions: temperature 70 celsius. Yields the product FC=1C(=C2C(=NC1)N(C(=C2)C=2C=C1C=CC=NC1=CC2)S(=O)(=O)C2=CC=C(C)C=C2)C2=CN=C(S2)C2(CCC2)O (1-(5-(5-fluoro-2-(quinolin-6-yl)-1-tosyl-1H-pyrrolo[2,3-b]pyridin-4-yl)thiazol-2-yl)cyclobutanol). Reaction SMILES: [F:1][C:2]1[C:3]([C:22]2[S:26][C:25]([C:27]3([OH:31])[CH2:30][CH2:29][CH2:28]3)=[N:24][CH:23]=2)=[C:4]2[CH:10]=[C:9](I)[N:8]([S:12]([C:15]3[CH:21]=[CH:20][C:18]([CH3:19])=[CH:17][CH:16]=3)(=[O:14])=[O:13])[C:5]2=[N:6][CH:7]=1.[N:32]1[C:41]2[C:36](=[CH:37][C:38](B(O)O)=[CH:39][CH:40]=2)[CH:35]=[CH:34][CH:33]=1.C(=O)(O)[O-]>CN(C)C=O.Cl[Pd](Cl)([P](C1C=CC=CC=1)(C1C=CC=CC=1)C1C=CC=CC=1)[P](C1C=CC=CC=1)(C1C=CC=CC=1)C1C=CC=CC=1>[F:1][C:2]1[C:3]([C:22]2[S:26][C:25]([C:27]3([OH:31])[CH2:30][CH2:29][CH2:28]3)=[N:24][CH:23]=2)=[C:4]2[CH:10]=[C:9]([C:38]3[CH:37]=[C:36]4[C:41](=[CH:40][CH:39]=3)[N:32]=[CH:33][CH:34]=[CH:35]4)[N:8]([S:12]([C:15]3[CH:21]=[CH:20][C:18]([CH3:19])=[CH:17][CH:16]=3)(=[O:14])=[O:13])[C:5]2=[N:6][CH:7]=1 |^1:56,75|. Reported procedure: To a stirred ambient solution of 1-(5-(5-fluoro-2-iodo-1-tosyl-1H-pyrrolo[2,3-b]pyridin-4-yl)thiazol-2-yl)cyclobutanol (Example 59A) (200 mg, 0.351 mmol) and quinoline-6-boronic acid (91 mg, 0.527 mmol) in N,N-dimethylformamide (2.63 mL) was added saturated aqueous bicarbonate solution (880 μL) followed by bis(triphenylphosphine)palladium dichloride (17.26 mg, 0.025 mmol). The mixture was heated to 70° C. for 16 hours and was quenched by the addition of water and dichloromethane. The layers were... The reactants are FC1=C(C=CC=C1F)CSC1=NC2=NC(=CN=C2C(=N1)SCC1=C(C(=CC=C1)F)F)N (2,4-bis[[(2,3-difluorophenyl)methyl]thio]-7-pteridinamine), NC(CO)CO (serinol). Run in CN1C=NC=C1 (1-methylimidazole). Yields the product N (ammonia), NC1=CN=C2C(=NC(=NC2=N1)SCC1=C(C(=CC=C1)F)F)NC(CO)CO (2-[[7-amino-2-[[(2,3-difluorophenyl)methyl]thio]-4-pteridinyl]amino]-1,3-propanediol). Isolated yield 39.2%. As a reaction SMILES: [F:1][C:2]1[C:7]([F:8])=[CH:6][CH:5]=[CH:4][C:3]=1[CH2:9][S:10][C:11]1[N:20]=[C:19](SCC2C=CC=C(F)C=2F)[C:18]2[C:13](=[N:14][C:15]([NH2:31])=[CH:16][N:17]=2)[N:12]=1.[NH2:32][CH:33]([CH2:36][OH:37])[CH2:34][OH:35]>CN1C=CN=C1>[NH3:12].[NH2:31][C:15]1[N:14]=[C:13]2[C:18]([C:19]([NH:32][CH:33]([CH2:36][OH:37])[CH2:34][OH:35])=[N:20][C:11]([S:10][CH2:9][C:3]3[CH:4]=[CH:5][CH:6]=[C:7]([F:8])[C:2]=3[F:1])=[N:12]2)=[N:17][CH:16]=1. Procedure details: A solution of the product from example 1, step (c) (0.12 g) and serinol (330 mg) in 1-methylimidazole (1 ml) was heated at 130° C. for 90 minutes. After cooling, the reaction mixture was partitioned between ethyl acetate and saturated aqueous ammonium chloride. The organic phase was dried over magnesium sulphate, filtered and evaporated to give a brown solid which was purified by silica gel flash column chromatography, eluting with 200:20:1 dichloromethane:methanol:880 ammonia solution, to give ... Starting materials: [C]=O (carbon monoxide), ClC=1C=C(C=CC1)C (meta-chlorotoluene), [C]=O (carbon monoxide), C1(=CC=CC=C1)P(C1=CC=CC=C1)C(C(C)P(C1=CC=CC=C1)C1=CC=CC=C1)C (bisdiphenylphosphinobutane), C([O-])([O-])=O.[K+].[K+] (potassium carbonate). Reagents/catalysts: [Pd](Cl)Cl (palladium chloride). Run in O (water). Conditions: temperature 210 celsius, time 3 hour. The product is CC=1C=C(C(=O)O)C=CC1 (meta-methylbenzoic acid). The yield is 40.4%. Reaction SMILES: Cl[C:2]1[CH:3]=[C:4]([CH3:8])[CH:5]=[CH:6][CH:7]=1.C1(P(C(C)C(P(C2C=CC=CC=2)C2C=CC=CC=2)C)C2C=CC=CC=2)C=CC=CC=1.[C:39](=[O:42])([O-])[O-:40].[K+].[K+].[C]=O>[Pd](Cl)Cl.O>[CH3:8][C:4]1[CH:3]=[C:2]([CH:7]=[CH:6][CH:5]=1)[C:39]([OH:40])=[O:42] |f:2.3.4,^3:44|. Reported procedure: In an autoclave made of metal were placed 2.53 g of meta-chlorotoluene, 35.5 mg of palladium chloride, 426 mg of bisdiphenylphosphinobutane and 3.04 g of potassium carbonate. The air in the autoclave was replaced with carbon monoxide introduced thereinto in several times, after which carbon monoxide was further introduced to adjust its pressure therein to 50 kg/cm2. The reaction was carried out with stirring for 3 hours on a salt bath at a bath temperature of 210° C. After completion of the reac... Reactants: COC(=O)CNc1ccc(OC)nc1, Cl, [Li+], C1COCCO1, [OH-], O. Product: COc1ccc(NCC(=O)O)cn1. Reaction SMILES: [CH3:1][O:2][C:3]([CH2:4][NH:5][c:6]1[cH:7][n:8][c:9]([O:12][CH3:13])[cH:10][cH:11]1)=[O:14].[ClH:17].[Li+:15].[O:18]1[CH2:19][CH2:20][O:21][CH2:22][CH2:23]1.[OH-:16].[OH2:24]>>[O:2]=[C:3]([CH2:4][NH:5][c:6]1[cH:7][n:8][c:9]([O:12][CH3:13])[cH:10][cH:11]1)[OH:14]. The reactants are FC1=C(C(=O)OC)C(=C(C(=C1F)C=C)F)F (methyl 2,3,5,6-tetrafluoro-4-vinylbenzoate), [N+](=[N-])=C.C(C)OCC (diazomethane diethyl ether), CN(C(=O)N)N=O (N-methyl-N-nitrosourea). Run in C(C)OCC (diethyl ether), C=1(C(=CC=CC1)C)C (xylene). Run at time 2 hour. The product is C1(CC1)C1=C(C(=C(C(=O)OC)C(=C1F)F)F)F (methyl 4-cyclopropyl-2,3,5,6-tetrafluorobenzoate). Yield: 99.1%. RXN SMILES: [F:1][C:2]1[C:11]([F:12])=[C:10]([CH:13]=[CH2:14])[C:9]([F:15])=[C:8]([F:16])[C:3]=1[C:4]([O:6][CH3:7])=[O:5].[N+](=[CH2:19])=[N-].C(OCC)C.CN(N=O)C(N)=O>C(OCC)C.C1(C)C(C)=CC=CC=1>[CH:13]1([C:10]2[C:11]([F:12])=[C:2]([F:1])[C:3]([C:4]([O:6][CH3:7])=[O:5])=[C:8]([F:16])[C:9]=2[F:15])[CH2:19][CH2:14]1 |f:1.2|. Procedure details: In 10 ml of diethyl ether was dissolved 2.0 g of methyl 2,3,5,6-tetrafluoro-4-vinylbenzoate. To the resulting solution was added, with ice-cooling, a diazomethane-diethyl ether solution prepared from 3.0 g of N-methyl-N-nitrosourea. The resulting mixture was stirred at room temperature for 2 hours. The reaction mixture was concentrated under reduced pressure. The residue obtained was dissolved in 15 ml of xylene and the resulting solution was refluxed for 1 hour. The reaction mixture was concent... The reactants are Clc1cc(Br)cc(CBr)c1, O=C1NC(=O)c2ccccc21, [K], CN(C)C=O. Product: O=C1c2ccccc2C(=O)N1Cc1cc(Cl)cc(Br)c1. Reaction SMILES: [Br:1][c:2]1[cH:3][c:4]([CH2:9][Br:10])[cH:5][c:6]([Cl:8])[cH:7]1.[C:11]1(=[O:21])[c:12]2[c:13]([cH:17][cH:18][cH:19][cH:20]2)[C:14](=[O:16])[NH:15]1.[K:22].[O:23]=[CH:24][N:25]([CH3:26])[CH3:27]>>[Br:1][c:2]1[cH:3][c:4]([CH2:9][N:15]2[C:11](=[O:21])[c:12]3[c:13]([cH:17][cH:18][cH:19][cH:20]3)[C:14]2=[O:16])[cH:5][c:6]([Cl:8])[cH:7]1. Reactants: CCCCCCCCC(C)(C)C#N, NCCN, S=C=S. Product: CCCCCCCCC(C)(C)C1=NCCN1. Reaction SMILES: [C:1](#[N:2])[C:3]([CH3:4])([CH2:5][CH2:6][CH2:7][CH2:8][CH2:9][CH2:10][CH2:11][CH3:12])[CH3:13].[NH2:14][CH2:15][CH2:16][NH2:17].[S:18]=[C:19]=[S:20]>>[C:1]1([C:3]([CH3:4])([CH2:5][CH2:6][CH2:7][CH2:8][CH2:9][CH2:10][CH2:11][CH3:12])[CH3:13])=[N:14][CH2:15][CH2:16][NH:2]1.